The task is: describe an organic reaction: reactants, conditions, products, and yield. This data is from the Open Reaction Database (ORD), a public repository of structured organic reaction records. Starting materials: COCCN1CCNCC1=O, CC#N, CCN(C(C)C)C(C)C, CCN(C(C)C)C(C)C, O=[N+]([O-])c1ccc(F)c(F)c1, O=C(O)C(F)(F)F. Yields the product COCCN1CCN(c2ccc([N+](=O)[O-])cc2F)CC1=O. RXN SMILES: [CH3:1][O:2][CH2:3][CH2:4][N:5]1[C:6](=[O:11])[CH2:7][NH:8][CH2:9][CH2:10]1.[CH3:48][C:49]#[N:50].[CH:12]([N:13]([CH2:14][CH3:15])[CH:16]([CH3:17])[CH3:18])([CH3:19])[CH3:20].[CH:39]([N:40]([CH2:41][CH3:42])[CH:43]([CH3:44])[CH3:45])([CH3:46])[CH3:47].[F:21][c:22]1[cH:23][c:24]([N+:29](=[O:30])[O-:31])[cH:25][cH:26][c:27]1[F:28].[F:32][C:33]([F:34])([F:35])[C:36]([OH:37])=[O:38]>>[CH3:1][O:2][CH2:3][CH2:4][N:5]1[C:6](=[O:11])[CH2:7][N:8]([c:27]2[c:22]([F:21])[cH:23][c:24]([N+:29](=[O:30])[O-:31])[cH:25][cH:26]2)[CH2:9][CH2:10]1. The reactants are O=C(O)c1ccc(CBr)cc1, Cc1ccccc1, c1ccc(P(c2ccccc2)c2ccccc2)cc1. Product: [Br-], O=C(O)c1ccc(C[P+](c2ccccc2)(c2ccccc2)c2ccccc2)cc1. Reaction SMILES: [Br:1][CH2:2][c:3]1[cH:4][cH:5][c:6]([C:9](=[O:10])[OH:11])[cH:7][cH:8]1.[CH3:31][c:32]1[cH:33][cH:34][cH:35][cH:36][cH:37]1.[c:12]1([P:18]([c:19]2[cH:20][cH:21][cH:22][cH:23][cH:24]2)[c:25]2[cH:26][cH:27][cH:28][cH:29][cH:30]2)[cH:13][cH:14][cH:15][cH:16][cH:17]1>>[Br-:1].[CH2:2]([c:3]1[cH:4][cH:5][c:6]([C:9](=[O:10])[OH:11])[cH:7][cH:8]1)[P+:18]([c:12]1[cH:13][cH:14][cH:15][cH:16][cH:17]1)([c:19]1[cH:20][cH:21][cH:22][cH:23][cH:24]1)[c:25]1[cH:26][cH:27][cH:28][cH:29][cH:30]1.